Dataset: the Open Reaction Database (ORD), a public repository of structured organic reaction records. Task: describe an organic reaction: reactants, conditions, products, and yield Starting materials: N1CCCC2=CC=CC=C12 (1,2,3,4-tetrahydroquinoline), C(C(=O)C)(=O)OCCBr (bromoethyl pyruvate). Solvent: O1CCCC1 (tetrahydrofuran). Conditions: time 24 hour. Product: C(C)OC(C(CN1CCCC2=CC=CC=C12)=O)=O (3-(3,4-Dihydro-2H-quinolin-1-yl)-2-oxopropionic acid ethyl ester). The yield is 111.1%. As a reaction SMILES: [NH:1]1[C:10]2[C:5](=[CH:6][CH:7]=[CH:8][CH:9]=2)[CH2:4][CH2:3][CH2:2]1.[C:11]([O:16][CH2:17][CH2:18]Br)(=[O:15])[C:12]([CH3:14])=[O:13]>O1CCCC1>[CH2:17]([O:16][C:11](=[O:15])[C:12](=[O:13])[CH2:14][N:1]1[C:10]2[C:5](=[CH:6][CH:7]=[CH:8][CH:9]=2)[CH2:4][CH2:3][CH2:2]1)[CH3:18]. Reported procedure: To a solution of 1,2,3,4-tetrahydroquinoline (75.5 mL, 0.59 mol) in tetrahydrofuran (300 mL) was added bromoethyl pyruvate (40 mL, 0.29 mol) dropwise over 30 minutes. Following 24 hours of stirring, the reaction mixture was filtered, the filter cake rinsed well with tetrahydrofuran (100 mL) and the filtrate concentrated under reduced pressure to dryness to give 79.7 g of the desired compound as a red oil.